This data is from the Open Reaction Database (ORD), a public repository of structured organic reaction records. The task is: describe an organic reaction: reactants, conditions, products, and yield Reactants: CS(C)=O, ClCc1cn(C(c2ccccc2)(c2ccccc2)c2ccccc2)cn1, Clc1cccc2[nH]ccc12, [K+], [OH-], O. Yields the product Clc1cccc2c1ccn2Cc1cn(C(c2ccccc2)(c2ccccc2)c2ccccc2)cn1. Reaction SMILES: [CH3:39][S:40]([CH3:41])=[O:42].[Cl:13][CH2:14][c:15]1[n:16][cH:17][n:18]([C:20]([c:21]2[cH:22][cH:23][cH:24][cH:25][cH:26]2)([c:27]2[cH:28][cH:29][cH:30][cH:31][cH:32]2)[c:33]2[cH:34][cH:35][cH:36][cH:37][cH:38]2)[cH:19]1.[Cl:3][c:4]1[c:5]2[cH:6][cH:7][nH:8][c:9]2[cH:10][cH:11][cH:12]1.[K+:2].[OH-:1].[OH2:43]>>[Cl:3][c:4]1[c:5]2[cH:6][cH:7][n:8]([CH2:14][c:15]3[n:16][cH:17][n:18]([C:20]([c:21]4[cH:22][cH:23][cH:24][cH:25][cH:26]4)([c:27]4[cH:28][cH:29][cH:30][cH:31][cH:32]4)[c:33]4[cH:34][cH:35][cH:36][cH:37][cH:38]4)[cH:19]3)[c:9]2[cH:10][cH:11][cH:12]1. Reactants: OBO, Cc1oc(-c2ccc(Br)cc2)nc1CCN1CCCC1C, Fc1ccccc1. Yields the product Cc1oc(-c2ccc(-c3ccc(F)cc3)cc2)nc1CCN1CCCC1C. RXN SMILES: [BH:1]([OH:2])[OH:3].[Br:11][c:12]1[cH:13][cH:14][c:15](-[c:18]2[o:19][c:20]([CH3:31])[c:21]([CH2:23][CH2:24][N:25]3[CH:26]([CH3:30])[CH2:27][CH2:28][CH2:29]3)[n:22]2)[cH:16][cH:17]1.[F:4][c:5]1[cH:6][cH:7][cH:8][cH:9][cH:10]1>>[F:4][c:5]1[cH:6][cH:7][c:8](-[c:12]2[cH:13][cH:14][c:15](-[c:18]3[o:19][c:20]([CH3:31])[c:21]([CH2:23][CH2:24][N:25]4[CH:26]([CH3:30])[CH2:27][CH2:28][CH2:29]4)[n:22]3)[cH:16][cH:17]2)[cH:9][cH:10]1. Reactants: C1(=CC=CC=C1)S(=O)(=O)N1C=C(C=2C1=NC=CC2)B2OC(C(O2)(C)C)(C)C (1-(phenylsulfonyl)-3-(4,4,5,5-tetramethyl-1,3,2-dioxaborolan-2-yl)-1H-pyrrolo[2,3-b]pyridine), FC1=NC(=CC(=C1)I)F (2,6-difluoro-4-iodopyridine), dichlorobis(triphenylphosphine) palladium(II), C([O-])([O-])=O.[Na+].[Na+] (sodium carbonate). Run in C(OC)COC.C(C)O.O (dimethoxyethane ethanol water), O (water). Conditions: temperature 80 celsius. The product is FC1=NC(=CC(=C1)C1=CN(C2=NC=CC=C21)S(=O)(=O)C2=CC=CC=C2)F (3-(2,6-difluoropyridin-4-yl)-1-(phenylsulfonyl)-1H-pyrrolo[2,3-b]pyridine). Reaction SMILES: [C:1]1([S:7]([N:10]2[C:14]3=[N:15][CH:16]=[CH:17][CH:18]=[C:13]3[C:12](B3OC(C)(C)C(C)(C)O3)=[CH:11]2)(=[O:9])=[O:8])[CH:6]=[CH:5][CH:4]=[CH:3][CH:2]=1.[F:28][C:29]1[CH:34]=[C:33](I)[CH:32]=[C:31]([F:36])[N:30]=1.C(=O)([O-])[O-].[Na+].[Na+]>C(COC)OC.C(O)C.O.O>[F:28][C:29]1[CH:34]=[C:33]([C:12]2[C:13]3[C:14](=[N:15][CH:16]=[CH:17][CH:18]=3)[N:10]([S:7]([C:1]3[CH:2]=[CH:3][CH:4]=[CH:5][CH:6]=3)(=[O:9])=[O:8])[CH:11]=2)[CH:32]=[C:31]([F:36])[N:30]=1 |f:2.3.4,5.6.7|. Reported procedure: A suspension of 1-(phenylsulfonyl)-3-(4,4,5,5-tetramethyl-1,3,2-dioxaborolan-2-yl)-1H-pyrrolo[2,3-b]pyridine (7.26 g, 18.9 mmol), 2,6-difluoro-4-iodopyridine (4.14 g, 17.2 mmol, Eur. J. Org. Chem., 2004, 1018 and Org. Lett. 2007, 5175), dichlorobis(triphenylphosphine) palladium(II) (0.482 g, 0.687 mmol) and 1M aqueous sodium carbonate (13.7 mL, 13.7 mmol) in dimethoxyethane/ethanol/water (7:2:3) (80 mL) was degassed and heated at 80° C. for 1.5 hours. After cooling, the suspension was filtered, ...